Task: describe an organic reaction: reactants, conditions, products, and yield. Dataset: the Open Reaction Database (ORD), a public repository of structured organic reaction records The reactants are NC1=CC=C(C=C1)C (p-Toluidine), C(C(=C)CC(=O)O)(=O)O (itaconic acid). The solvent is O (Water). Run at temperature 130 celsius. The product is C1(=CC=C(C=C1)N1CC(CC1=O)C(=O)O)C (1-(4-Tolyl)-5-oxo-3-pyrrolidinecarboxylic acid). Isolated yield 97.0%. RXN SMILES: [NH2:1][C:2]1[CH:7]=[CH:6][C:5]([CH3:8])=[CH:4][CH:3]=1.[C:9]([OH:17])(=[O:16])[C:10]([CH2:12][C:13](O)=[O:14])=[CH2:11]>O>[C:5]1([CH3:8])[CH:6]=[CH:7][C:2]([N:1]2[C:13](=[O:14])[CH2:12][CH:10]([C:9]([OH:17])=[O:16])[CH2:11]2)=[CH:3][CH:4]=1. Reported procedure: p-Toluidine (23.05 g) and itaconic acid (28.0 g) are mixed and heated at 130° C. for 1 hour to melt and then allowed to cool. Water (200 ml) is added thereto and the reaction mixture is crushed. The resulting precipitate is collected by filtration, washed with water and recrystallized from a mixed solvent (about 300 ml) of ethyl acetate and hexane [1:3 (v/v)] to give the desired product (45.73 g), m.p. 185°-187° C. The reactants are B, CC(C)n1nc(OCc2ccccc2)c(C(=O)O)c1Br, Cl, C1CCOC1, C1CCOC1, O. The product is CC(C)n1nc(OCc2ccccc2)c(CO)c1Br. Reaction SMILES: [BH3:26].[CH2:1]([c:2]1[cH:3][cH:4][cH:5][cH:6][cH:7]1)[O:8][c:9]1[n:10][n:11]([CH:18]([CH3:19])[CH3:20])[c:12]([Br:17])[c:13]1[C:14](=[O:15])[OH:16].[ClH:28].[O:21]1[CH2:22][CH2:23][CH2:24][CH2:25]1.[O:29]1[CH2:30][CH2:31][CH2:32][CH2:33]1.[OH2:27]>>[CH2:1]([c:2]1[cH:3][cH:4][cH:5][cH:6][cH:7]1)[O:8][c:9]1[n:10][n:11]([CH:18]([CH3:19])[CH3:20])[c:12]([Br:17])[c:13]1[CH2:14][OH:15].